From a dataset of the Open Reaction Database (ORD), a public repository of structured organic reaction records. describe an organic reaction: reactants, conditions, products, and yield Reactants: C(CCCCCCCC=C)NC(=O)NOCC1=CC=CC=C1 (N-(9-decenyl)-N'-benzyloxyurea), [H-].[Na+] (sodium hydride), Cl (HCl), BrCCCBr (1,3-dibromopropane). Solvent: CN(C)C=O (DMF). Reaction conditions: time 1 hour. The product is C(CCCCCCCCC)N1C(N(CCC1)OCC1=CC=CC=C1)=O (3-decyl-1-benzyloxy-3,4,5,6-tetrahydro-lH-pyrimidin-2-one). Isolated yield 48.0%. As a reaction SMILES: [CH2:1]([NH:11][C:12]([NH:14][O:15][CH2:16][C:17]1[CH:22]=[CH:21][CH:20]=[CH:19][CH:18]=1)=[O:13])[CH2:2][CH2:3][CH2:4][CH2:5][CH2:6][CH2:7][CH2:8][CH:9]=[CH2:10].[H-].[Na+].Br[CH2:26][CH2:27][CH2:28]Br.Cl>CN(C=O)C>[CH2:1]([N:11]1[CH2:28][CH2:27][CH2:26][N:14]([O:15][CH2:16][C:17]2[CH:22]=[CH:21][CH:20]=[CH:19][CH:18]=2)[C:12]1=[O:13])[CH2:2][CH2:3][CH2:4][CH2:5][CH2:6][CH2:7][CH2:8][CH2:9][CH3:10] |f:1.2|. Procedure details: To a solution of 9-decenyl isocyanate, prepared as in Example 18 above from 10.8 ml of 10-undecenoyl chloride in 1,2-dichloroethane (150 ml) at room temperature was added benzyloxyamine (7.2 g). After 20 minutes, the mixture was evaporated, hexane (50 ml) was added, and the mixture cooled to 0° C. The resulting solids were collected by filtration, to provide N-(9-decenyl)-N'-benzyloxyurea as a white solid (7.14 g, mp 53°-55° C.). To a stirred slurry of this urea (3.50 g, 11.65 mmol) in DMF (35 m...